From a dataset of the Open Reaction Database (ORD), a public repository of structured organic reaction records. describe an organic reaction: reactants, conditions, products, and yield Reactants: O=C([O-])[O-], CS(=O)(=O)OCCCCCCNc1ccc2nncn2n1, CN(C)C=O, [I-], [K+], [K+], [K+], c1ccc(C(c2ccccc2)N2CCNCC2)cc1. Product: c1ccc(C(c2ccccc2)N2CCN(CCCCCCNc3ccc4nncn4n3)CC2)cc1. RXN SMILES: [C:41](=[O:42])([O-:43])[O-:44].[CH3:1][S:2]([O:3][CH2:6][CH2:7][CH2:8][CH2:9][CH2:10][CH2:11][NH:12][c:13]1[cH:14][cH:15][c:16]2[n:17]([n:18]1)[cH:19][n:20][n:21]2)(=[O:4])=[O:5].[CH3:49][N:50]([CH3:51])[CH:52]=[O:53].[I-:48].[K+:45].[K+:46].[K+:47].[c:22]1([CH:28]([N:29]2[CH2:30][CH2:31][NH:32][CH2:33][CH2:34]2)[c:35]2[cH:36][cH:37][cH:38][cH:39][cH:40]2)[cH:23][cH:24][cH:25][cH:26][cH:27]1>>[CH2:6]([CH2:7][CH2:8][CH2:9][CH2:10][CH2:11][NH:12][c:13]1[cH:14][cH:15][c:16]2[n:17]([n:18]1)[cH:19][n:20][n:21]2)[N:32]1[CH2:31][CH2:30][N:29]([CH:28]([c:22]2[cH:23][cH:24][cH:25][cH:26][cH:27]2)[c:35]2[cH:36][cH:37][cH:38][cH:39][cH:40]2)[CH2:34][CH2:33]1. The reactants are C(=O)(O)[O-].[Na+] (NaHCO3), S(=O)(=O)(O)C1=CC=C(C)C=C1.C(C)OC([C@@H](N)CC1=CC(=C(C=C1)O)[N+](=O)[O-])=O ((S)-3-nitrotyrosine ethyl ester tosylate), O (water), C1CCOC1 (THF), 2,2-dimethylpropyl chloroformate (neopentyl chloroformate), C1CCOC1 (THF). Reaction conditions: time 2 hour. Product: CC(COC(=O)N[C@H](C(=O)OCC)CC1=CC(=C(C=C1)O)[N+](=O)[O-])(C)C (Ethyl (S)-2-(2,2-dimethylpropoxycarbonylamino)-3-(4-hydroxy-3-nitrophenyl)propionate). RXN SMILES: [C:1]([O-:4])([OH:3])=O.[Na+].S(C1C=[CH:15][C:13]([CH3:14])=[CH:12]C=1)(O)(=O)=O.[CH2:17]([O:19][C:20](=[O:34])[C@H:21]([CH2:23][C:24]1[CH:29]=[CH:28][C:27]([OH:30])=[C:26]([N+:31]([O-:33])=[O:32])[CH:25]=1)[NH2:22])[CH3:18].O.[CH2:36]1COCC1>>[CH3:12][C:13]([CH3:15])([CH3:36])[CH2:14][O:3][C:1]([NH:22][C@@H:21]([CH2:23][C:24]1[CH:29]=[CH:28][C:27]([OH:30])=[C:26]([N+:31]([O-:33])=[O:32])[CH:25]=1)[C:20]([O:19][CH2:17][CH3:18])=[O:34])=[O:4] |f:0.1,2.3|. Procedure: 81.3 g of NaHCO3 are added in small portions to a solution of 206.4 g of (S)-3-nitrotyrosine ethyl ester tosylate in 750 of water and 250 ml of THF. A solution of 60 ml of 2,2-dimethylpropyl chloroformate (neopentyl chloroformate) in 250 ml of THF is then slowly added dropwise, and the mixture is stirred at room temperature for a further 2 hours. After removal of the solvent, the mixture is subjected to conventional work-up, giving 12. The reactants are O=C([O-])[O-], [Cs+], [Cs+], Cc1ccc([N+](=O)[O-])c(F)c1, [Na+], CN(C)C=O, [OH-], COc1c(O)cccc1C=O. The product is COc1c(C=O)cccc1Oc1cc(C)ccc1[N+](=O)[O-]. RXN SMILES: [C:23](=[O:24])([O-:25])[O-:26].[Cs+:27].[Cs+:28].[F:1][c:2]1[c:3]([N+:9](=[O:10])[O-:11])[cH:4][cH:5][c:6]([CH3:8])[cH:7]1.[Na+:30].[O:31]=[CH:32][N:33]([CH3:34])[CH3:35].[OH-:29].[OH:12][c:13]1[c:14]([O:21][CH3:22])[c:15]([CH:16]=[O:17])[cH:18][cH:19][cH:20]1>>[c:2]1([O:12][c:13]2[c:14]([O:21][CH3:22])[c:15]([CH:16]=[O:17])[cH:18][cH:19][cH:20]2)[c:3]([N+:9](=[O:10])[O-:11])[cH:4][cH:5][c:6]([CH3:8])[cH:7]1. Reaction SMILES: [NH:1]1[CH2:6][CH2:5][O:4][CH2:3][CH2:2]1.Cl.[CH3:8][O:9][C:10]1[CH:15]=[C:14]([S:16](Cl)(=[O:18])=[O:17])[CH:13]=[CH:12][C:11]=1[C:20]1[NH:28][C:27]2[C:22](=[N:23][CH:24]=[N:25][CH:26]=2)[N:21]=1>C(OCC)(=O)C.O>[CH3:8][O:9][C:10]1[CH:15]=[C:14]([S:16]([N:1]2[CH2:6][CH2:5][O:4][CH2:3][CH2:2]2)(=[O:18])=[O:17])[CH:13]=[CH:12][C:11]=1[C:20]1[NH:28][C:27]2[C:22](=[N:23][CH:24]=[N:25][CH:26]=2)[N:21]=1 |f:1.2|. Run at temperature 80 celsius. Product: COC1=C(C=CC(=C1)S(=O)(=O)N1CCOCC1)C1=NC2=NC=NC=C2N1 (8-[2'-Methoxy-4'-(4-morpholinyl-sulfonyl)-phenyl]-purine). Procedure: An amount of 0.8 ml of morpholine was dissolved in a two-phase mixture of 40 ml of ethyl acetate and 40 ml of water. Then, 1 gm of crude 8-(2'-methoxy-4'-chlorosulfonylphenyl)-purine hydrochloride was added thereto in batches, under vigorous stirring, and the resulting mixture was heated to 80° C. for two hours. The reaction mixture was concentrated down to one-third of the volume, and the crystals precipitated were subjected to suction filtration and washed with water. Starting materials: N1CCOCC1 (morpholine), Cl.COC1=C(C=CC(=C1)S(=O)(=O)Cl)C1=NC2=NC=NC=C2N1 (8-(2'-methoxy-4'-chlorosulfonylphenyl)-purine hydrochloride). Solvent: C(C)(=O)OCC (ethyl acetate), O (water). The reactants are [O-]C#N.[Na+] (sodium cyanate), ClC=1C=C(OC2CCN(CC2)C2CCNCC2)C=CC1Cl (4-(3,4-Dichlorophenoxy)-1,4′-bipiperidine), [OH-].[Na+] (Sodium hydroxide). The solvent is O (water), O (water), C(C)(=O)O (acetic acid). Conditions: time 30 minute. Product: ClC=1C=C(OC2CCN(CC2)C2CCN(CC2)C(=O)N)C=CC1Cl (4-(3,4-Dichlorophenoxy)-[1,4′-bipiperidine]-1′-carboxamide). Yield: 57.5%. As a reaction SMILES: [Cl:1][C:2]1[CH:3]=[C:4]([CH:18]=[CH:19][C:20]=1[Cl:21])[O:5][CH:6]1[CH2:11][CH2:10][N:9]([CH:12]2[CH2:17][CH2:16][NH:15][CH2:14][CH2:13]2)[CH2:8][CH2:7]1.[O-:22][C:23]#[N:24].[Na+].[OH-].[Na+]>C(O)(=O)C.O>[Cl:1][C:2]1[CH:3]=[C:4]([CH:18]=[CH:19][C:20]=1[Cl:21])[O:5][CH:6]1[CH2:7][CH2:8][N:9]([CH:12]2[CH2:13][CH2:14][N:15]([C:23]([NH2:24])=[O:22])[CH2:16][CH2:17]2)[CH2:10][CH2:11]1 |f:1.2,3.4|. Reported procedure: 4-(3,4-Dichlorophenoxy)-1,4′-bipiperidine (2.0 g) was dissolved in glacial acetic acid (0.608 ml), the solution was diluted with water (6 ml) and added with stirring to a solution of sodium cyanate (0.395 g) in warm water (3 ml). The reaction was allowed to stand for 30 mins. 2M Sodium hydroxide solution was added until the solution was alkaline. The resulting precipitate was collected and washed with water followed by dichloromethane and then dried to leave the sub-title compound (1.3 g; ES+ 37... Reactants: CCOC(=O)N1CCNC(C)C1, CS(C)=O, Nc1c(F)c(F)c(F)c2c1c(=O)c(C(=O)O)cn2C1CC1. The product is CCOC(=O)N1CCN(c2c(F)c(N)c3c(=O)c(C(=O)O)cn(C4CC4)c3c2F)C(C)C1. As a reaction SMILES: [CH2:22]([CH3:23])[O:24][C:25](=[O:26])[N:27]1[CH2:28][CH:29]([CH3:33])[NH:30][CH2:31][CH2:32]1.[CH3:34][S:35](=[O:36])[CH3:37].[NH2:1][c:2]1[c:3]2[c:4](=[O:21])[c:5]([C:18](=[O:19])[OH:20])[cH:6][n:7]([CH:15]3[CH2:16][CH2:17]3)[c:8]2[c:9]([F:14])[c:10]([F:13])[c:11]1[F:12]>>[NH2:1][c:2]1[c:3]2[c:4](=[O:21])[c:5]([C:18](=[O:19])[OH:20])[cH:6][n:7]([CH:15]3[CH2:16][CH2:17]3)[c:8]2[c:9]([F:14])[c:10]([N:30]2[CH:29]([CH3:33])[CH2:28][N:27]([C:25]([O:24][CH2:22][CH3:23])=[O:26])[CH2:32][CH2:31]2)[c:11]1[F:12]. Starting materials: C1CCOC1, O=CO, O=C1C(CCCCl)CC2COC(c3ccccc3)N12, O. Product: O=C1NC(CO)CC1CCCCl. As a reaction SMILES: [CH2:24]1[O:25][CH2:26][CH2:27][CH2:28]1.[CH:20]([OH:21])=[O:22].[Cl:1][CH2:2][CH2:3][CH2:4][CH:5]1[CH2:6][CH:7]2[N:8]([CH:9]([c:12]3[cH:13][cH:14][cH:15][cH:16][cH:17]3)[O:10][CH2:11]2)[C:18]1=[O:19].[OH2:23]>>[Cl:1][CH2:2][CH2:3][CH2:4][CH:5]1[CH2:6][CH:7]([CH2:11][OH:10])[NH:8][C:18]1=[O:19]. Reactants: C(C)(C)N1CC(CCC1)C1=CC(=C(C=C1)OC)OC (N-isopropyl-3-(3',4'-dimethoxyphenyl)-piperidine), Br (hydrobromic acid). The product is Br.C(C)(C)N1CC(CCC1)C1=CC(=C(C=C1)O)O (N-isopropyl-3-(3',4'-dihydroxyphenyl)-piperidine hydrobromide). As a reaction SMILES: [CH:1]([N:4]1[CH2:9][CH2:8][CH2:7][CH:6]([C:10]2[CH:15]=[CH:14][C:13]([O:16]C)=[C:12]([O:18]C)[CH:11]=2)[CH2:5]1)([CH3:3])[CH3:2].[BrH:20]>>[BrH:20].[CH:1]([N:4]1[CH2:9][CH2:8][CH2:7][CH:6]([C:10]2[CH:15]=[CH:14][C:13]([OH:16])=[C:12]([OH:18])[CH:11]=2)[CH2:5]1)([CH3:3])[CH3:2] |f:2.3|. Procedure details: A solution of 4.8 g of N-isopropyl-3-(3',4'-dimethoxyphenyl)-piperidine in 48 ml of 66% hydrobromic acid was refluxed for an hour and was evaporated to dryness. The residue was crystallized from isopropanol and then acetone to obtain 4.2 g of N-isopropyl-3-(3',4'-dihydroxyphenyl)-piperidine hydrobromide melting at 182° C.